This data is from the Open Reaction Database (ORD), a public repository of structured organic reaction records. The task is: describe an organic reaction: reactants, conditions, products, and yield Starting materials: OC(C)(C=1N(C=CC1)CCOC)C1=CC=C(C=C1)N(S(=O)(=O)C1=CC=CC=C1)C (N-(4-{1-hydroxy-1-[1-(2-methox-yethyl)-1H-pyrrol-2-yl]-ethyl}-phenyl)-N-methyl-benzenesulfonamide), C(C)[SiH](CC)CC (triethylsilane), B(F)(F)F.CCOCC (boron trifluoride diethyl etherate). Yields the product COCCN1C(=CC=C1)C(CCC)C1=CC=C(C=C1)N(S(=O)(=O)C1=CC=CC=C1)C (N-(4-{1-[1-(2-Methoxyethyl)-1H-pyrrol-2-yl]-butyl}-phenyl)-N-methyl-benzenesulfonamide). RXN SMILES: O[C:2]([C:13]1[CH:18]=[CH:17][C:16]([N:19]([CH3:29])[S:20]([C:23]2[CH:28]=[CH:27][CH:26]=[CH:25][CH:24]=2)(=[O:22])=[O:21])=[CH:15][CH:14]=1)([C:4]1[N:5]([CH2:9][CH2:10][O:11][CH3:12])[CH:6]=[CH:7][CH:8]=1)[CH3:3].[CH2:30]([SiH](CC)CC)[CH3:31].B(F)(F)F.CCOCC>>[CH3:12][O:11][CH2:10][CH2:9][N:5]1[CH:6]=[CH:7][CH:8]=[C:4]1[CH:2]([C:13]1[CH:14]=[CH:15][C:16]([N:19]([CH3:29])[S:20]([C:23]2[CH:28]=[CH:27][CH:26]=[CH:25][CH:24]=2)(=[O:21])=[O:22])=[CH:17][CH:18]=1)[CH2:3][CH2:30][CH3:31] |f:2.3|. Reported procedure: The title compound was prepared from N-(4-{1-hydroxy-1-[1-(2-methox-yethyl)-1H-pyrrol-2-yl]-ethyl}-phenyl)-N-methyl-benzenesulfonamide (Example 1) using triethylsilane and boron trifluoride diethyl etherate as described in Example 88 of U.S. application Ser. No. 10/354,922, now U.S. Pat. No. 7,071,358, and provided below as Preparative Example B.